Dataset: the Open Reaction Database (ORD), a public repository of structured organic reaction records. Task: describe an organic reaction: reactants, conditions, products, and yield The reactants are C1OC=2C=C(C=CC2O1)CCC=CCCBr (6-(3,4-methylenedioxyphenyl)-3-hexenyl bromide), C(C)OC(CC(=O)C)=O.[Li] (lithium ethylacetoacetate). Yields the product C(C)(=O)C(C(=O)OCC)CCC=CCCC1=CC2=C(C=C1)OCO2 (ethyl 2-acetyl-8-(3,4-methylenedioxyphenyl)-5-octenoate). Procedure details: A mixture of 28.3 g. (0.1 mole) of 6-(3,4-methylenedioxyphenyl)-3-hexenyl bromide and 21 g. (0.15 mole) of lithium ethylacetoacetate in 200 ml. of dimethylformamide was heated under nitrogen with stirring at 55°-60° C. for 2 days. The reaction mixture was concentrated in vacuo and the residue partitioned between water and methylene dichloride. The methylene dichloride layer was washed with 5% aqueous sulfuric acid, water, 5% aqueous sodium bicarbonate and water, and dried over anhydrous magnesiu... Run at time 2 day. Reaction SMILES: [CH2:1]1[O:9][C:8]2[CH:7]=[CH:6][C:5]([CH2:10][CH2:11][CH:12]=[CH:13][CH2:14][CH2:15]Br)=[CH:4][C:3]=2[O:2]1.[CH2:17]([O:19][C:20](=[O:25])[CH2:21][C:22]([CH3:24])=[O:23])[CH3:18].[Li]>CN(C)C=O>[C:22]([CH:21]([CH2:15][CH2:14][CH:13]=[CH:12][CH2:11][CH2:10][C:5]1[CH:6]=[CH:7][C:8]2[O:9][CH2:1][O:2][C:3]=2[CH:4]=1)[C:20]([O:19][CH2:17][CH3:18])=[O:25])(=[O:23])[CH3:24] |f:1.2,^1:25|. The solvent is CN(C=O)C (dimethylformamide).